This data is from the Open Reaction Database (ORD), a public repository of structured organic reaction records. The task is: describe an organic reaction: reactants, conditions, products, and yield Reactants: C(C)(=O)O[C@H]1[C@@H](O[C@@H]([C@H]([C@@H]1OC(C)=O)OC(C)=O)COC(C)=O)C1=CC(=C(C=C1)C)CC=1SC(=CC1)Br (1-(2,3,4,6-tetra-O-acetyl-β-D-glucopyranosyl)-3-(5-bromo-2-thienylmethyl)-4-methylbenzene), C(=O)C1=CC=C(C=C1)B(O)O (4-formylphenylboronic acid). Yields the product C(C)(=O)O[C@H]1[C@@H](O[C@@H]([C@H]([C@@H]1OC(C)=O)OC(C)=O)COC(C)=O)C1=CC(=C(C=C1)C)CC=1SC(=CC1)C1=CC=C(C=C1)C=O (1-(2,3,4,6-tetra-O-acetyl-β-D-glucopyranosyl)-3-(5-(4-formylphenyl)-2-thienylmethyl)-4-methylbenzene). As a reaction SMILES: [C:1]([O:4][C@@H:5]1[C@@H:10]([O:11][C:12](=[O:14])[CH3:13])[C@H:9]([O:15][C:16](=[O:18])[CH3:17])[C@@H:8]([CH2:19][O:20][C:21](=[O:23])[CH3:22])[O:7][C@H:6]1[C:24]1[CH:29]=[CH:28][C:27]([CH3:30])=[C:26]([CH2:31][C:32]2[S:33][C:34](Br)=[CH:35][CH:36]=2)[CH:25]=1)(=[O:3])[CH3:2].[CH:38]([C:40]1[CH:45]=[CH:44][C:43](B(O)O)=[CH:42][CH:41]=1)=[O:39]>>[C:1]([O:4][C@@H:5]1[C@@H:10]([O:11][C:12](=[O:14])[CH3:13])[C@H:9]([O:15][C:16](=[O:18])[CH3:17])[C@@H:8]([CH2:19][O:20][C:21](=[O:23])[CH3:22])[O:7][C@H:6]1[C:24]1[CH:29]=[CH:28][C:27]([CH3:30])=[C:26]([CH2:31][C:32]2[S:33][C:34]([C:43]3[CH:44]=[CH:45][C:40]([CH:38]=[O:39])=[CH:41][CH:42]=3)=[CH:35][CH:36]=2)[CH:25]=1)(=[O:3])[CH3:2]. Procedure details: 1-(2,3,4,6-tetra-O-acetyl-β-D-glucopyranosyl)-3-(5-bromo-2-thienylmethyl)-4-methylbenzene from Example 159-(1) and 4-formylphenylboronic acid were treated in a manner similar to Example 168-(1) to give 1-(2,3,4,6-tetra-O-acetyl-β-D-glucopyranosyl)-3-(5-(4-formylphenyl)-2-thienylmethyl)-4-methylbenzene as a colorless solid. APCI-Mass m/Z 640 (M+NH4). (2) The above 1-(2,3,4,6-tetra-O-acetyl-β-Dglucopyranosyl)-3-(5-(4-formylphenyl)-2-thienylmethyl)-4-methylbenzene was treated in a manner similar to... Starting materials: C#CCBr, O=C1Nc2ccc(Cl)cc2Nc2ccccc21, O=C1Nc2ccccc2Oc2ccccc21. The product is C#CCN1C(=O)c2ccccc2Oc2ccccc21. Reaction SMILES: [Br:17][CH2:18][C:19]#[CH:20].[Cl:21][c:22]1[cH:23][cH:24][c:25]2[c:36]([cH:37]1)[NH:35][c:34]1[c:29]([cH:30][cH:31][cH:32][cH:33]1)[C:27](=[O:28])[NH:26]2.[cH:1]1[cH:2][cH:3][cH:4][c:5]2[c:6]1[C:7](=[O:16])[NH:8][c:9]1[c:10]([cH:12][cH:13][cH:14][cH:15]1)[O:11]2>>[cH:1]1[cH:2][cH:3][cH:4][c:5]2[c:6]1[C:7](=[O:16])[N:8]([CH2:20][C:19]#[CH:18])[c:9]1[c:10]([cH:12][cH:13][cH:14][cH:15]1)[O:11]2. Starting materials: O=Cc1cc(Cl)cc(Br)c1O, [Na+], [OH-], OO. Yields the product Oc1cc(Cl)cc(Br)c1O. As a reaction SMILES: [Br:1][c:2]1[c:3]([OH:11])[c:4]([CH:5]=[O:6])[cH:7][c:8]([Cl:10])[cH:9]1.[Na+:15].[OH-:14].[OH:12][OH:13]>>[Br:1][c:2]1[c:3]([OH:11])[c:4]([OH:12])[cH:7][c:8]([Cl:10])[cH:9]1. Starting materials: CCNCC, Cc1nn(CC(=O)O)cc1-n1c(=O)n(C)c2cnc3ccc(-c4cnc(N5CCCC5)nc4)cc3c21, ClCCl, [Na+], O=C([O-])O, CN(C)C=O. Product: CCN(CC)C(=O)Cn1cc(-n2c(=O)n(C)c3cnc4ccc(-c5cnc(N6CCCC6)nc5)cc4c32)c(C)n1. As a reaction SMILES: [CH2:42]([CH3:43])[NH:44][CH2:45][CH3:46].[CH3:1][c:2]1[n:3][n:4]([CH2:33][C:34](=[O:35])[OH:36])[cH:5][c:6]1-[n:7]1[c:8](=[O:32])[n:9]([CH3:31])[c:10]2[cH:11][n:12][c:13]3[cH:14][cH:15][c:16](-[c:20]4[cH:21][n:22][c:23]([N:26]5[CH2:27][CH2:28][CH2:29][CH2:30]5)[n:24][cH:25]4)[cH:17][c:18]3[c:19]12.[Cl:47][CH2:48][Cl:49].[Na+:54].[O-:50][C:51]([OH:52])=[O:53].[O:37]=[CH:38][N:39]([CH3:40])[CH3:41]>>[CH3:1][c:2]1[n:3][n:4]([CH2:33][C:34](=[O:35])[N:44]([CH2:42][CH3:43])[CH2:45][CH3:46])[cH:5][c:6]1-[n:7]1[c:8](=[O:32])[n:9]([CH3:31])[c:10]2[cH:11][n:12][c:13]3[cH:14][cH:15][c:16](-[c:20]4[cH:21][n:22][c:23]([N:26]5[CH2:27][CH2:28][CH2:29][CH2:30]5)[n:24][cH:25]4)[cH:17][c:18]3[c:19]12. Reactants: C=CC#N, C=O, CCCCCCCCCCCCCCCCCCNC, O=C=O, C1COCCO1. The product is C=C(C#N)CN(C)CCCCCCCCCCCCCCCCCC. As a reaction SMILES: [C:26]([CH:27]=[CH2:28])#[N:29].[CH2:21]=[O:22].[CH3:1][NH:2][CH2:3][CH2:4][CH2:5][CH2:6][CH2:7][CH2:8][CH2:9][CH2:10][CH2:11][CH2:12][CH2:13][CH2:14][CH2:15][CH2:16][CH2:17][CH2:18][CH2:19][CH3:20].[O:23]=[C:24]=[O:25].[O:30]1[CH2:31][CH2:32][O:33][CH2:34][CH2:35]1>>[CH3:1][N:2]([CH2:3][CH2:4][CH2:5][CH2:6][CH2:7][CH2:8][CH2:9][CH2:10][CH2:11][CH2:12][CH2:13][CH2:14][CH2:15][CH2:16][CH2:17][CH2:18][CH2:19][CH3:20])[CH2:28][C:27](=[CH2:21])[C:26]#[N:29].